Dataset: the Open Reaction Database (ORD), a public repository of structured organic reaction records. Task: describe an organic reaction: reactants, conditions, products, and yield The reactants are C(C1=CC=CC=C1)OC1=C(C=CC(=C1)I)N(CC(=O)OC(C)(C)C)S(=O)(=O)N(CC[Si](C)(C)C)C(=O)OC(C)(C)C (tert-butyl N-[2-(benzyloxy)-4-iodophenyl]-N-({(tert-butoxycarbonyl)[2-(trimethylsilyl)ethyl]amino}-sulfonyl)glycinate), OC=1C=C(CC2=C(C=CC=C2)OS(=O)(=O)C)C=CC1N1S(NC(C1)=O)(=O)=O (Methanesulfonic acid 2-[3-hydroxy-4-(1,1,4-trioxo-1,2,5-thiadiazoldin-2-yl)-benzyl]-phenyl ester), [K].C(C1=CC=CC=C1)C1=CC(=C(C=C1)N1CC(NS1(=O)=O)=O)O (5-(4-Benzyl-2-hydroxyphenyl)-1,1-dioxo-1,2,5-thiadiazolidin -3-one potassium salt), OC=1C=C(CC2=C(C=CC=C2)OS(=O)(=O)C)C=CC1N1S(NC(C1)=O)(=O)=O (Methanesulfonic acid 2-[3-hydroxy-4-(1,1,4-trioxo-1,2,5-thiadiazoldin-2-yl)-benzyl]-phenyl ester). The product is C(C1=CC=CC=C1)OC1=C(C=CC(=C1)CC1=C(C=CC=C1)OS(=O)(=O)C)N(CC(=O)OC(C)(C)C)S(=O)(=O)N(CC[Si](C)(C)C)C(=O)OC(C)(C)C (tert-Butyl N-(2-(benzyloxy)-4-{2-[(methylsulfonyl)oxy]benzyl}phenyl)-N-({(tert-butoxycarbonyl)[2-(trimethylsilyl)ethyl]amino}sulfonyl)glycinate). As a reaction SMILES: [CH2:1]([O:8][C:9]1[CH:14]=[C:13](I)[CH:12]=[CH:11][C:10]=1[N:16]([S:25]([N:28]([C:35]([O:37][C:38]([CH3:41])([CH3:40])[CH3:39])=[O:36])[CH2:29][CH2:30][Si:31]([CH3:34])([CH3:33])[CH3:32])(=[O:27])=[O:26])[CH2:17][C:18]([O:20][C:21]([CH3:24])([CH3:23])[CH3:22])=[O:19])[C:2]1[CH:7]=[CH:6][CH:5]=[CH:4][CH:3]=1.[K].C(C1C=CC(N2S(=O)(=O)NC(=O)C2)=C(O)C=1)C1C=CC=CC=1.OC1C=C(C=CC=1N1CC(=O)NS1(=O)=O)[CH2:69][C:70]1[CH:75]=[CH:74][CH:73]=[CH:72][C:71]=1[O:76][S:77]([CH3:80])(=[O:79])=[O:78]>>[CH2:1]([O:8][C:9]1[CH:14]=[C:13]([CH2:69][C:70]2[CH:75]=[CH:74][CH:73]=[CH:72][C:71]=2[O:76][S:77]([CH3:80])(=[O:79])=[O:78])[CH:12]=[CH:11][C:10]=1[N:16]([S:25]([N:28]([C:35]([O:37][C:38]([CH3:41])([CH3:40])[CH3:39])=[O:36])[CH2:29][CH2:30][Si:31]([CH3:34])([CH3:33])[CH3:32])(=[O:27])=[O:26])[CH2:17][C:18]([O:20][C:21]([CH3:24])([CH3:23])[CH3:22])=[O:19])[C:2]1[CH:7]=[CH:6][CH:5]=[CH:4][CH:3]=1 |f:1.2,^1:41|. Reported procedure: The title compound is prepared analogously to Example 1, Step I, starting with (tert-butyl N-[2-(benzyloxy)-4-iodophenyl]-N-({(tert-butoxycarbonyl)[2-(trimethylsilyl)ethyl]amino}-sulfonyl)glycinate) (intermediate from Example 1) and methanesulfonic acid 2-iodomethylphenyl ester (intermediate from Example 18). Starting materials: C1CCOC1 (THF), N1N=CC(=C1)C1=CC=C(N=N1)N1CCC(CC1)N1CCC2=CC=C(C=C12)F (1-(1-(6-(1H-pyrazol-4-yl)pyridazin-3-yl)piperidin-4-yl)-6-fluoroindoline), C(C)OCCBr (2-ethoxyethylbromide), [H-].[Na+] (NaH). Run in CN(C)C=O (DMF), CCOCC.O (Et2O H2O). Run at time 1.5 hour. Yields the product C(C)OCCN1N=CC(=C1)C1=CC=C(N=N1)N1CCC(CC1)N1CCC2=CC=C(C=C12)F (1-(1-(6-(1-(2-ethoxyethyl)-1H-pyrazol-4-yl)pyridazin-3-yl)piperidin-4-yl)-6-fluoroindoline). Reaction SMILES: [NH:1]1[CH:5]=[C:4]([C:6]2[N:11]=[N:10][C:9]([N:12]3[CH2:17][CH2:16][CH:15]([N:18]4[C:26]5[C:21](=[CH:22][CH:23]=[C:24]([F:27])[CH:25]=5)[CH2:20][CH2:19]4)[CH2:14][CH2:13]3)=[CH:8][CH:7]=2)[CH:3]=[N:2]1.[CH2:28]([O:30][CH2:31][CH2:32]Br)[CH3:29].C1COCC1.[H-].[Na+]>CCOCC.O.CN(C=O)C>[CH2:28]([O:30][CH2:31][CH2:32][N:1]1[CH:5]=[C:4]([C:6]2[N:11]=[N:10][C:9]([N:12]3[CH2:17][CH2:16][CH:15]([N:18]4[C:26]5[C:21](=[CH:22][CH:23]=[C:24]([F:27])[CH:25]=5)[CH2:20][CH2:19]4)[CH2:14][CH2:13]3)=[CH:8][CH:7]=2)[CH:3]=[N:2]1)[CH3:29] |f:3.4,5.6|. Procedure details: To a mixture of 1-(1-(6-(1H-pyrazol-4-yl)pyridazin-3-yl)piperidin-4-yl)-6-fluoroindoline (55 mg, 0.15 mmol, 1.0 equiv) and 2-ethoxyethylbromide (0.17 mL, 1.5 mmol, 10 equiv) was added THF (2 mL) and DMF (0.5 mL). NaH (30 mg, 60% in mineral oil, 0.75 mmol, 5 equiv) was then added. The resulting mixture was stirred at room temperature for 1.5 h and then poured into Et2O/H2O (20 mL/20 mL). The organic layer was washed with brine (20 mL), dried (Na2SO4), and filtered. The solvent was removed and the... Starting materials: CCOC(=O)C1CCCCC1N(CCC(C)(C)C)C(=O)CC1=NS(=O)(=O)c2cc(NS(C)(=O)=O)ccc2N1, CC[O-], CCO, CCOC(C)=O, Cl, [Na+]. The product is CC(C)(C)CCN1C(=O)C(C2=NS(=O)(=O)c3cc(NS(C)(=O)=O)ccc3N2)=C(O)C2CCCCC21. As a reaction SMILES: [CH2:1]([O:2][C:4](=[O:5])[CH:6]1[CH:7]([N:12]([C:13]([CH2:14][C:15]2=[N:16][S:17](=[O:30])(=[O:31])[c:18]3[c:19]([cH:21][cH:22][c:23]([NH:25][S:26](=[O:27])(=[O:28])[CH3:29])[cH:24]3)[NH:20]2)=[O:32])[CH2:33][CH2:34][C:35]([CH3:36])([CH3:37])[CH3:38])[CH2:8][CH2:9][CH2:10][CH2:11]1)[CH3:3].[CH3:40][CH2:41][O-:42].[CH3:44][CH2:45][OH:46].[CH3:47][CH2:48][O:49][C:50](=[O:51])[CH3:52].[ClH:43].[Na+:39]>>[C:4]1([OH:5])=[C:14]([C:15]2=[N:16][S:17](=[O:30])(=[O:31])[c:18]3[c:19]([cH:21][cH:22][c:23]([NH:25][S:26](=[O:27])(=[O:28])[CH3:29])[cH:24]3)[NH:20]2)[C:13](=[O:32])[N:12]([CH2:33][CH2:34][C:35]([CH3:36])([CH3:37])[CH3:38])[CH:7]2[CH:6]1[CH2:11][CH2:10][CH2:9][CH2:8]2. The reactants are N1CCOCC1 (Morpholine), C(C)(CC)C1=CC=C(C=C1)N1C(=NC2=CC=CC=C2C1=O)C=1C=NC(=CC1)CO (3-(4-sec-butylphenyl)-2-(6-(hydroxymethyl)pyridin-3-yl)quinazolin-4(3H)-one), CS(=O)(=O)Cl (MsCl), CCN(C(C)C)C(C)C (Hünig's base). Run in C(Cl)Cl (CH2Cl2). Conditions: temperature 0 celsius, time 15 minute. The product is C(C)(CC)C1=CC=C(C=C1)N1C(=NC2=CC=CC=C2C1=O)C=1C=NC(=CC1)CN1CCOCC1 (3-(4-sec-butylphenyl)-2-(6-(morpholinomethyl)pyridin-3-yl)quinazolin-4(3H)-one). Yield: 984.0%. RXN SMILES: [CH:1]([C:5]1[CH:10]=[CH:9][C:8]([N:11]2[C:20](=[O:21])[C:19]3[C:14](=[CH:15][CH:16]=[CH:17][CH:18]=3)[N:13]=[C:12]2[C:22]2[CH:23]=[N:24][C:25]([CH2:28]O)=[CH:26][CH:27]=2)=[CH:7][CH:6]=1)([CH2:3][CH3:4])[CH3:2].CCN(C(C)C)C(C)C.CS(Cl)(=O)=O.[NH:44]1[CH2:49][CH2:48][O:47][CH2:46][CH2:45]1>C(Cl)Cl>[CH:1]([C:5]1[CH:6]=[CH:7][C:8]([N:11]2[C:20](=[O:21])[C:19]3[C:14](=[CH:15][CH:16]=[CH:17][CH:18]=3)[N:13]=[C:12]2[C:22]2[CH:23]=[N:24][C:25]([CH2:28][N:44]3[CH2:49][CH2:48][O:47][CH2:46][CH2:45]3)=[CH:26][CH:27]=2)=[CH:9][CH:10]=1)([CH2:3][CH3:4])[CH3:2]. Procedure: 3-(4-sec-butylphenyl)-2-(6-(hydroxymethyl)pyridin-3-yl)quinazolin-4(3H)-one (0.176 g, 0.46 mmol) was dissolved in CH2Cl2 (30 mL) under nitrogen and cooled to 0° C. Hünig's base (0.160 mL, 0.92 mmol) was added, followed by MsCl (0.042 mL, 0.55 mmol), and the mixture was stirred for 15 min at 0° C. Morpholine (0.400 mL) was added, the reaction was warmed to room temperature, and stirred for 2 hours, before concentration and purification by flash chromatography on silica gel, eluting with 100% ethy...